From a dataset of the Open Reaction Database (ORD), a public repository of structured organic reaction records. describe an organic reaction: reactants, conditions, products, and yield Starting materials: FC1(C(C2=C(NC(=C2)C(=O)OC)C1)=O)F (methyl 5,5-difluoro-4-oxo-1,4,5,6-tetrahydrocyclopenta[b]pyrrole-2-carboxylate), C(C)[SiH](CC)CC (triethylsilane), CO.C(Cl)Cl (MeOH DCM). Solvent: C(=O)(C(F)(F)F)O (TFA). Conditions: temperature 25 celsius, time 18 hour. Yields the product FC1(CC2=C(NC(=C2)C(=O)OC)C1)F (methyl 5,5-difluoro-1,4,5,6-tetrahydrocyclopenta[b]pyrrole-2-carboxylate). Yield: 3.7%. Reaction SMILES: [F:1][C:2]1([F:15])[CH2:13][C:5]2[NH:6][C:7]([C:9]([O:11][CH3:12])=[O:10])=[CH:8][C:4]=2[C:3]1=O.C([SiH](CC)CC)C.CO.C(Cl)Cl>C(O)(C(F)(F)F)=O>[F:15][C:2]1([F:1])[CH2:13][C:5]2[NH:6][C:7]([C:9]([O:11][CH3:12])=[O:10])=[CH:8][C:4]=2[CH2:3]1 |f:2.3|. Procedure: To a solution of methyl 5,5-difluoro-4-oxo-1,4,5,6-tetrahydrocyclopenta[b]pyrrole-2-carboxylate (111.2 mg, 0.517 mmol) in TFA (1 mL) under nitrogen at 25° C. was added triethylsilane (0.25 mL, 1.55 mmol) and the reaction mixture was stirred for 18 h at 25° C. TLC analysis (10% MeOH/DCM) indicated that all starting material had been consumed. The solvent was removed using a nitrogen stream and the residue was taken up in MeCN and purified by reverse-phase chromatography (MeCN/H2O, 0.05% TFA) to a... The reactants are CCOC(=O)C1NC(C(=O)O)c2[nH]c3cccc(OCc4ccccc4)c3c2C1COC, Cc1ccccc1C. Product: CCOC(=O)C1NCc2[nH]c3cccc(OCc4ccccc4)c3c2C1COC. Reaction SMILES: [CH2:1]([c:2]1[cH:3][cH:4][cH:5][cH:6][cH:7]1)[O:8][c:9]1[c:10]2[c:11]3[c:16]([nH:17][c:18]2[cH:19][cH:20][cH:21]1)[CH:15]([C:22]([OH:23])=[O:24])[NH:14][CH:13]([C:25](=[O:26])[O:27][CH2:28][CH3:29])[CH:12]3[CH2:30][O:31][CH3:32].[c:33]1([CH3:34])[c:35]([CH3:36])[cH:37][cH:38][cH:39][cH:40]1>>[CH2:1]([c:2]1[cH:3][cH:4][cH:5][cH:6][cH:7]1)[O:8][c:9]1[c:10]2[c:11]3[c:16]([nH:17][c:18]2[cH:19][cH:20][cH:21]1)[CH2:15][NH:14][CH:13]([C:25](=[O:26])[O:27][CH2:28][CH3:29])[CH:12]3[CH2:30][O:31][CH3:32]. The reactants are OC(CCNCc1ccccc1)(c1ccccc1)c1ccccc1, ClCCl, CCN(C(C)C)C(C)C, O=C(Cl)CCl. The product is O=C(CCl)N(CCC(O)(c1ccccc1)c1ccccc1)Cc1ccccc1. RXN SMILES: [CH2:1]([c:2]1[cH:3][cH:4][cH:5][cH:6][cH:7]1)[NH:8][CH2:9][CH2:10][C:11]([c:12]1[cH:13][cH:14][cH:15][cH:16][cH:17]1)([c:18]1[cH:19][cH:20][cH:21][cH:22][cH:23]1)[OH:24].[CH2:39]([Cl:40])[Cl:41].[CH:30]([N:31]([CH:32]([CH3:33])[CH3:34])[CH2:35][CH3:36])([CH3:37])[CH3:38].[Cl:25][CH2:26][C:27](=[O:28])[Cl:29]>>[CH2:1]([c:2]1[cH:3][cH:4][cH:5][cH:6][cH:7]1)[N:8]([CH2:9][CH2:10][C:11]([c:12]1[cH:13][cH:14][cH:15][cH:16][cH:17]1)([c:18]1[cH:19][cH:20][cH:21][cH:22][cH:23]1)[OH:24])[C:27]([CH2:26][Cl:25])=[O:28]. Reactants: Cl (HCl), ClC1=CC=C(CN2C(CN(CC2)C(=O)OC(C)(C)C)=O)C=C1 (tert-Butyl 4-(4-chlorobenzyl)-3-oxopiperazine-1-carboxylate), resultant mixture. Solvent: C(C)(=O)OCC (ethyl acetate). The product is ClC1=CC=C(CN2C(CNCC2)=O)C=C1 (1-(4-chlorobenzyl)-piperazin-2-one). RXN SMILES: [Cl:1][C:2]1[CH:22]=[CH:21][C:5]([CH2:6][N:7]2[CH2:12][CH2:11][N:10](C(OC(C)(C)C)=O)[CH2:9][C:8]2=[O:20])=[CH:4][CH:3]=1.Cl>C(OCC)(=O)C>[Cl:1][C:2]1[CH:22]=[CH:21][C:5]([CH2:6][N:7]2[CH2:12][CH2:11][NH:10][CH2:9][C:8]2=[O:20])=[CH:4][CH:3]=1. Procedure details: A cold (0° C.) solution of tert-Butyl 4-(4-chlorobenzyl)-3-oxopiperazine-1-carboxylate (3.2 g, 9.9 mmol) in ethyl acetate (100 mL) was saturated with HCl gas. The resultant mixture was stirred at 0° C. for 1 h. The product mixture was concentrated under vacuum. The residue was treated with dichloromethane saturated with ammonia gas. The resultant chalky mixture was filtered, and the filtrate concentrated under vacuum. The residue was diluted with benzene and concentrated under vacuum to provide ... Starting materials: C1(=CC=C(C=C1)S(=O)(=O)O)C (p-toluenesulfonic acid), C(CCCCCCCCCCC)O (n-dodecyl alcohol), N[C@H](CCC(=O)[O-])C(=O)OC(CC)C (γ-butyl D-glutamate). Yields the product N[C@@H](CCC(=O)[O-])C(=O)OC(CC)C.N[C@@H](CCC(=O)[O-])C(=O)OC(CC)CCCCCCCCC (γ-butyl L-glutamate γ-dodecyl L-glutamate). Reaction SMILES: [NH2:1][C@@H:2]([C:8]([O:10][CH:11]([CH3:14])[CH2:12][CH3:13])=[O:9])[CH2:3][CH2:4][C:5]([O-:7])=[O:6].C1(C)C=CC(S(O)(=O)=O)=CC=1.[CH2:26](O)[CH2:27][CH2:28][CH2:29][CH2:30][CH2:31][CH2:32][CH2:33][CH2:34][CH2:35][CH2:36][CH3:37]>>[NH2:1][C@H:2]([C:8]([O:10][CH:11]([CH3:14])[CH2:12][CH3:13])=[O:9])[CH2:3][CH2:4][C:5]([O-:7])=[O:6].[NH2:1][C@H:2]([C:8]([O:10][CH:28]([CH2:29][CH2:30][CH2:31][CH2:32][CH2:33][CH2:34][CH2:35][CH2:36][CH3:37])[CH2:27][CH3:26])=[O:9])[CH2:3][CH2:4][C:5]([O-:7])=[O:6] |f:3.4|. Procedure: To a solution of 20 g of poly (γ-butyl D-glutamate) (molecular weight 42,000, average degree of polymerization 230) prepared by the NCA method were added 150 ml of n-dodecyl alcohol and 5 g of p-toluenesulfonic acid. The mixture was allowed to react at 60° C. for 20 hours. The reaction mixture was treated in the same way as in Reference Example 1 to obtain a γ-butyl L-glutamate-γ-dodecyl L-glutamate copolymer. Ratio of the butyl ester to the dodecyl ester in the copolymer was 40:60 by NMR measur... As a reaction SMILES: [C:38]([BH3-:39])#[N:40].[CH3:34][C:35](=[O:36])[OH:37].[CH3:42][OH:43].[NH2:1][c:2]1[cH:3][cH:4][c:5](-[c:8]2[c:9]3[n:17][n:16](-[c:18]4[cH:19][cH:20][c:21]([Cl:24])[cH:22][cH:23]4)[c:15](=[O:25])[c:10]-3[cH:11][nH:12][c:13]2[CH3:14])[cH:6][cH:7]1.[Na+:41].[n:26]1[c:27]([CH:32]=[O:33])[cH:28][cH:29][cH:30][cH:31]1>>[NH:1]([c:2]1[cH:3][cH:4][c:5](-[c:8]2[c:9]3[n:17][n:16](-[c:18]4[cH:19][cH:20][c:21]([Cl:24])[cH:22][cH:23]4)[c:15](=[O:25])[c:10]-3[cH:11][nH:12][c:13]2[CH3:14])[cH:6][cH:7]1)[CH2:32][c:27]1[n:26][cH:31][cH:30][cH:29][cH:28]1. The reactants are [BH3-]C#N, CC(=O)O, CO, Cc1[nH]cc2c(=O)n(-c3ccc(Cl)cc3)nc-2c1-c1ccc(N)cc1, [Na+], O=Cc1ccccn1. The product is Cc1[nH]cc2c(=O)n(-c3ccc(Cl)cc3)nc-2c1-c1ccc(NCc2ccccn2)cc1.